From a dataset of the Open Reaction Database (ORD), a public repository of structured organic reaction records. describe an organic reaction: reactants, conditions, products, and yield The reactants are O=C([O-])[O-], CC(C)=O, ICCCCCCc1cccc(OCc2ccccc2)c1OCc1ccccc1, [K+], [K+], CCCc1c(O)ccc(C(=O)OCc2ccccc2)c1O. Product: CCCc1c(OCCCCCCc2cccc(OCc3ccccc3)c2OCc2ccccc2)ccc(C(=O)OCc2ccccc2)c1O. As a reaction SMILES: [C:51](=[O:52])([O-:53])[O-:54].[CH3:57][C:58](=[O:59])[CH3:60].[I:1][CH2:2][CH2:3][CH2:4][CH2:5][CH2:6][CH2:7][c:8]1[c:9]([O:22][CH2:23][c:24]2[cH:25][cH:26][cH:27][cH:28][cH:29]2)[c:10]([O:14][CH2:15][c:16]2[cH:17][cH:18][cH:19][cH:20][cH:21]2)[cH:11][cH:12][cH:13]1.[K+:55].[K+:56].[c:30]1([CH2:36][O:37][C:38]([c:39]2[c:40]([OH:49])[c:41]([CH2:46][CH2:47][CH3:48])[c:42]([OH:45])[cH:43][cH:44]2)=[O:50])[cH:31][cH:32][cH:33][cH:34][cH:35]1>>[CH2:2]([CH2:3][CH2:4][CH2:5][CH2:6][CH2:7][c:8]1[c:9]([O:22][CH2:23][c:24]2[cH:25][cH:26][cH:27][cH:28][cH:29]2)[c:10]([O:14][CH2:15][c:16]2[cH:17][cH:18][cH:19][cH:20][cH:21]2)[cH:11][cH:12][cH:13]1)[O:45][c:42]1[c:41]([CH2:46][CH2:47][CH3:48])[c:40]([OH:49])[c:39]([C:38]([O:37][CH2:36][c:30]2[cH:31][cH:32][cH:33][cH:34][cH:35]2)=[O:50])[cH:44][cH:43]1. Starting materials: CCOC(=O)Cl, CNC(=O)N(O)c1cc(Cl)ccc1Cl, [Na+], [OH-]. Yields the product CCOC(=O)ON(C(=O)NC)c1cc(Cl)ccc1Cl. As a reaction SMILES: [Cl:15][C:16](=[O:17])[O:18][CH2:19][CH3:20].[Cl:1][c:2]1[c:3]([N:9]([C:10](=[O:11])[NH:12][CH3:13])[OH:14])[cH:4][c:5]([Cl:8])[cH:6][cH:7]1.[Na+:22].[OH-:21]>>[Cl:1][c:2]1[c:3]([N:9]([C:10](=[O:11])[NH:12][CH3:13])[O:14][C:16](=[O:17])[O:18][CH2:19][CH3:20])[cH:4][c:5]([Cl:8])[cH:6][cH:7]1. The reactants are S1CCC(CC1)=O (Tetrahydrothiopyran-4-one), ethylene-1,2-diol, C1(=CC=C(C=C1)S(=O)(=O)O)C (toluene-p-sulfonic acid). Solvent: C1(=CC=CC=C1)C (toluene). Reaction conditions: time 8 hour. Product: C12CC(CC(CC1)S2)=O (8-Thiabicyclo[3.2.1]octan-3-one). The yield is 5908.8%. RXN SMILES: [S:1]1[CH2:6][CH2:5][C:4](=[O:7])[CH2:3][CH2:2]1.[C:8]1(C)C=CC(S(O)(=O)=O)=C[CH:9]=1>C1(C)C=CC=CC=1>[CH:6]12[S:1][CH:2]([CH2:8][CH2:9]1)[CH2:3][C:4](=[O:7])[CH2:5]2. Reported procedure: Tetrahydrothiopyran-4-one (19.1 g, 150 mmol), ethylene-1,2-diol (11.2 g. 180 mmol), toluene-p-sulfonic acid (0.5 g), and toluene (500 mL) was heated under reflux in a Dean-Stark apparatus for 1.5 h. The toluene was then removed by rotary evaporation, and the residue dissolved in ether and washed, first with 10% aqueous sodium hydroxide and then with water. The organic layer was dried (Na2SO4) and evaporated, and allowed to crystallize by standing in Et2O overnight, giving 24.4 g (93%) of the tit... The reactants are CO, CNC1=NC(=O)N(c2cccc(F)c2)C12CCN(C(=O)OCc1ccccc1)C(C)C2. The product is CNC1=NC(=O)N(c2cccc(F)c2)C12CCNC(C)C2. Reaction SMILES: [CH3:32][OH:33].[F:1][c:2]1[cH:3][c:4]([N:8]2[C:9](=[O:31])[N:10]=[C:11]([NH:29][CH3:30])[C:12]23[CH2:13][CH:14]([CH3:28])[N:15]([C:18]([O:19][CH2:20][c:21]2[cH:22][cH:23][cH:24][cH:25][cH:26]2)=[O:27])[CH2:16][CH2:17]3)[cH:5][cH:6][cH:7]1>>[F:1][c:2]1[cH:3][c:4]([N:8]2[C:9](=[O:31])[N:10]=[C:11]([NH:29][CH3:30])[C:12]23[CH2:13][CH:14]([CH3:28])[NH:15][CH2:16][CH2:17]3)[cH:5][cH:6][cH:7]1. Reactants: NC1=CC(=NN1CC1=C(C=CC=C1)F)C=1OC(=CC1)CO (5-amino-1-(2-fluorobenzyl)-3-(5-hydroxymethyl-2-furyl)-pyrazole), Cl (hydrochloric acid), C([O-])([O-])=O.[K+].[K+] (potassium carbonate), N(=O)OCC (ethyl nitrite). The solvent is C(C)O (ethanol). Reaction conditions: time 1 hour. Yields the product NC1=C(C(=NN1CC1=C(C=CC=C1)F)C=1OC(=CC1)CO)N=O (5-Amino-1-(2-fluorobenzyl)-3-(5-hydroxymethyl-2-furyl)-4-nitroso-pyrazole). RXN SMILES: [NH2:1][C:2]1[N:6]([CH2:7][C:8]2[CH:13]=[CH:12][CH:11]=[CH:10][C:9]=2[F:14])[N:5]=[C:4]([C:15]2[O:16][C:17]([CH2:20][OH:21])=[CH:18][CH:19]=2)[CH:3]=1.Cl.[N:23](OCC)=[O:24].C(=O)([O-])[O-].[K+].[K+]>C(O)C>[NH2:1][C:2]1[N:6]([CH2:7][C:8]2[CH:13]=[CH:12][CH:11]=[CH:10][C:9]=2[F:14])[N:5]=[C:4]([C:15]2[O:16][C:17]([CH2:20][OH:21])=[CH:18][CH:19]=2)[C:3]=1[N:23]=[O:24] |f:3.4.5|. Procedure: 10 g (34.8 mmol) of 5-amino-1-(2-fluorobenzyl)-3-(5-hydroxymethyl-2-furyl)-pyrazole are initially introduced in a mixture of 66 ml of ethanol and 26.7 ml of 5% strength aqueous hydrochloric acid, treated in the course of 5 minutes with 26.4 ml of a 15% strength ethanolic solution of ethyl nitrite and stirred at room temperature for 1 h. The deep violet reaction solution is added to aqueous potassium carbonate solution and extracted with ethyl acetate. After evaporating the organic phase in vacuo... Starting materials: [BH3-]C#N, C#CCSCC(=NNC(=O)Nc1ccc(OC(F)(F)F)cc1)c1ccccc1, CO, Cl, [Na+]. Product: C#CCSCC(NNC(=O)Nc1ccc(OC(F)(F)F)cc1)c1ccccc1. RXN SMILES: [C:29]([BH3-:30])#[N:31].[CH2:1]([C:2]#[CH:3])[S:4][CH2:5][C:6]([c:7]1[cH:8][cH:9][cH:10][cH:11][cH:12]1)=[N:13][NH:14][C:15](=[O:16])[NH:17][c:18]1[cH:19][cH:20][c:21]([O:24][C:25]([F:26])([F:27])[F:28])[cH:22][cH:23]1.[CH3:34][OH:35].[ClH:33].[Na+:32]>>[CH2:1]([C:2]#[CH:3])[S:4][CH2:5][CH:6]([c:7]1[cH:8][cH:9][cH:10][cH:11][cH:12]1)[NH:13][NH:14][C:15](=[O:16])[NH:17][c:18]1[cH:19][cH:20][c:21]([O:24][C:25]([F:26])([F:27])[F:28])[cH:22][cH:23]1. The reactants are NC=1SC=C(N1)C1=CC(=CC=C1)[N+](=O)[O-] (2-amino-4-(-3-nitrophenyl)thiazole), ClC=1C(=C(C=CC1)S(=O)(=O)Cl)C (3-chloro-2-methylbenzenesulfonyl chloride). The product is ClC=1C(=C(C=CC1)S(=O)(=O)NC=1SC=C(N1)C1=CC(=CC=C1)[N+](=O)[O-])C (3-Chloro-2-methyl-N-[4-(3-nitrophenyl)-1,3-thiazol-2-yl]benzenesulfonamide), solid. RXN SMILES: [NH2:1][C:2]1[S:3][CH:4]=[C:5]([C:7]2[CH:12]=[CH:11][CH:10]=[C:9]([N+:13]([O-:15])=[O:14])[CH:8]=2)[N:6]=1.[Cl:16][C:17]1[C:18]([CH3:27])=[C:19]([S:23](Cl)(=[O:25])=[O:24])[CH:20]=[CH:21][CH:22]=1>>[Cl:16][C:17]1[C:18]([CH3:27])=[C:19]([S:23]([NH:1][C:2]2[S:3][CH:4]=[C:5]([C:7]3[CH:12]=[CH:11][CH:10]=[C:9]([N+:13]([O-:15])=[O:14])[CH:8]=3)[N:6]=2)(=[O:25])=[O:24])[CH:20]=[CH:21][CH:22]=1. Procedure details: The title compound was prepared from 2-amino-4-(-3-nitrophenyl)thiazole and 3-chloro-2-methylbenzenesulfonyl chloride as described in the synthetic METHOD B to give a yellow solid (36.0 mg) with purity >90%. MS (pos) m/z 410.0. Run in O (water), CN(C=O)C (N,N-dimethylformamide). The product is ClC1=CC=C(C=2N3C(=NC21)N(CCC3)C3=C(C=C(C=C3)Cl)Cl)C(OC)(C3CC3)C3CC3 (9-Chloro-1-(2,4-dichlorophenyl)-6-[dicyclopropyl(methoxy)methyl]-1,2,3,4-tetrahydropyrimido[1,2-a]benzimidazole). Reaction SMILES: [H-].[Na+].[Cl:3][C:4]1[C:12]2[N:11]=[C:10]3[N:13]([C:17]4[CH:22]=[CH:21][C:20]([Cl:23])=[CH:19][C:18]=4[Cl:24])[CH2:14][CH2:15][CH2:16][N:9]3[C:8]=2[C:7]([C:25]([CH:30]2[CH2:32][CH2:31]2)([CH:27]2[CH2:29][CH2:28]2)[OH:26])=[CH:6][CH:5]=1.[CH3:33]I>CN(C)C=O.O>[Cl:3][C:4]1[C:12]2[N:11]=[C:10]3[N:13]([C:17]4[CH:22]=[CH:21][C:20]([Cl:23])=[CH:19][C:18]=4[Cl:24])[CH2:14][CH2:15][CH2:16][N:9]3[C:8]=2[C:7]([C:25]([CH:30]2[CH2:32][CH2:31]2)([CH:27]2[CH2:29][CH2:28]2)[O:26][CH3:33])=[CH:6][CH:5]=1 |f:0.1|. Procedure: Sodium hydride (60% in oil, 17.5 mg, 0.438 mmol) was added to a stirred solution of [9-chloro-1-(2,4-dichlorophenyl)-1,2,3,4-tetrahydropyrimido[1,2-a]benzimidazol-6-yl](dicyclopropyl)methanol (100 mg, 0.216 mmol) in N,N-dimethylformamide (1.0 mL) at room temperature. After stirring min, methyl iodide (61.3 mg, 0.422 mmol) was added to the mixture, and the mixture was stirred at room temperature for 6 hr. The mixture was diluted with water, and extracted with ethyl acetate. The combined organic l... Isolated yield 57.9%. Reactants: [H-].[Na+] (Sodium hydride), ClC1=CC=C(C=2N3C(=NC21)N(CCC3)C3=C(C=C(C=C3)Cl)Cl)C(O)(C3CC3)C3CC3 ([9-chloro-1-(2,4-dichlorophenyl)-1,2,3,4-tetrahydropyrimido[1,2-a]benzimidazol-6-yl](dicyclopropyl)methanol), CI (methyl iodide). Run at time 6 hour.